Dataset: the Open Reaction Database (ORD), a public repository of structured organic reaction records. Task: describe an organic reaction: reactants, conditions, products, and yield The reactants are ClC1=NC(=CC2=CC=C(C=C12)Cl)N(C)C1=CC=C(OC(C(=O)OCC)C)C=C1 (ethyl 2-{4-[N-(1,7-dichloroisoquinolin-3-yl)-N-methylamino]phenoxy}propionate), C[O-].[Na+] (sodium methoxide), C1(=CC=CC=C1)C (toluene). The solvent is O (water). Yields the product ClC1=CC=C2C=C(N=C(C2=C1)OC)N(C)C1=CC=C(OC(C(=O)O)C)C=C1 (2-{4-[N-(7-chloro-1-methoxyisoquinolin-3-yl)-N-methylamino]phenoxy}propionic acid). RXN SMILES: Cl[C:2]1[C:11]2[C:6](=[CH:7][CH:8]=[C:9]([Cl:12])[CH:10]=2)[CH:5]=[C:4]([N:13]([C:15]2[CH:28]=[CH:27][C:18]([O:19][CH:20]([CH3:26])[C:21]([O:23]CC)=[O:22])=[CH:17][CH:16]=2)[CH3:14])[N:3]=1.[CH3:29][O-:30].[Na+].C1(C)C=CC=CC=1>O>[Cl:12][C:9]1[CH:10]=[C:11]2[C:6]([CH:5]=[C:4]([N:13]([C:15]3[CH:28]=[CH:27][C:18]([O:19][CH:20]([CH3:26])[C:21]([OH:23])=[O:22])=[CH:17][CH:16]=3)[CH3:14])[N:3]=[C:2]2[O:30][CH3:29])=[CH:7][CH:8]=1 |f:1.2|. Reported procedure: A mixture of ethyl 2-{4-[N-(1,7-dichloroisoquinolin-3-yl)-N-methylamino]phenoxy}propionate (1.25 g), sodium methoxide (0.63 g) and toluene was heated under reflux for 4 hrs. The mixture was cooled, poured into water and extracted with ethyl acetate. The organic fraction was dried (MgSO4) and evaporated to give 2-{4-[N-(7-chloro-1-methoxyisoquinolin-3-yl)-N-methylamino]phenoxy}propionic acid.